From a dataset of the Open Reaction Database (ORD), a public repository of structured organic reaction records. describe an organic reaction: reactants, conditions, products, and yield Reactants: ONC([C@H](CCSC)NC(OC(C)(C)C)=O)=O ((S)-tert-butyl 1-(hydroxyamino)-4-(methylthio)-1-oxobutan-2-ylcarbamate), Cl (HCl), O1CCOCC1 (dioxane). Conditions: time 1 hour. Yields the product Cl.N[C@H](C(=O)NO)CCSC.Cl.ONC(=O)C(CCSC)N (1-Hydroxycarbamoyl-3-methylsulfanyl-propyl-amine hydrochloride (S)-2-amino-N-hydroxy-4-(methylthio)butanamide hydrochloride). The yield is 80.0%. RXN SMILES: [OH:1][NH:2][C:3](=[O:17])[C@@H:4]([NH:9]C(=O)OC(C)(C)C)[CH2:5][CH2:6][S:7][CH3:8].[ClH:18].O1CCOCC1>>[ClH:18].[NH2:9][C@@H:4]([CH2:5][CH2:6][S:7][CH3:8])[C:3]([NH:2][OH:1])=[O:17].[ClH:18].[OH:1][NH:2][C:3]([CH:4]([NH2:9])[CH2:5][CH2:6][S:7][CH3:8])=[O:17] |f:3.4.5.6|. Reported procedure: To solid (S)-tert-butyl 1-(hydroxyamino)-4-(methylthio)-1-oxobutan-2-ylcarbamate (0.33 g, 1.25 mmol) was added 4 N HCl in dioxane (2 mL, 8 mmol). The mixture was stirred at room temperature for one hour, and concentrated. The residue was triturated with ether, and dried to provide 1-Hydroxycarbamoyl-3-methylsulfanyl-propyl-amine hydrochloride (S)-2-amino-N-hydroxy-4-(methylthio)butanamide hydrochloride (0.18 g, 80%). MS calcd for (C5H12N2O2S—H)+: 163.1; MS found: (M−H)+=163.0 Starting materials: OCC(CO)(CO)CO (pentaerythritol), C1(=CC=C(C=C1)S(=O)(=O)Cl)C (p-toluenesulfonyl chloride), 6, Cl (hydrochloric acid). The solvent is N1=CC=CC=C1 (pyridine). Run at time 48 hour. Product: S(=O)(=O)(C1=CC=C(C)C=C1)OCC(COS(=O)(=O)C1=CC=C(C)C=C1)(COS(=O)(=O)C1=CC=C(C)C=C1)COS(=O)(=O)C1=CC=C(C)C=C1 (pentaerythritol tetratosylate). Isolated yield 90.7%. As a reaction SMILES: [OH:1][CH2:2][C:3]([CH2:8][OH:9])([CH2:6][OH:7])[CH2:4][OH:5].[C:10]1([CH3:20])[CH:15]=[CH:14][C:13]([S:16](Cl)(=[O:18])=[O:17])=[CH:12][CH:11]=1.Cl>N1C=CC=CC=1>[S:16]([O:1][CH2:2][C:3]([CH2:8][O:9][S:16]([C:13]1[CH:14]=[CH:15][C:10]([CH3:20])=[CH:11][CH:12]=1)(=[O:18])=[O:17])([CH2:6][O:7][S:16]([C:13]1[CH:14]=[CH:15][C:10]([CH3:20])=[CH:11][CH:12]=1)(=[O:18])=[O:17])[CH2:4][O:5][S:16]([C:13]1[CH:14]=[CH:15][C:10]([CH3:20])=[CH:11][CH:12]=1)(=[O:18])=[O:17])([C:13]1[CH:14]=[CH:15][C:10]([CH3:20])=[CH:11][CH:12]=1)(=[O:18])=[O:17]. Procedure: A mixture of pentaerythritol (27.20 grams, 199.8 mmol; obtained from Aldrich Chemical Co., Milwaukee, Wis.) and p-toluenesulfonyl chloride (171.0 grams, 897.0 mmol; obtained from Aldrich Chemical Co., Milwaukee, Wis.) in dry pyridine (300 milliliters; obtained from Anachemia) was stirred for 48 hours under nitrogen gas. This mixture was then added to 2 liters of 6 Normal hydrochloric acid. The resulting white precipitate was filtered and washed with methanol. The solid was recrystallized from be...